Dataset: the Open Reaction Database (ORD), a public repository of structured organic reaction records. Task: describe an organic reaction: reactants, conditions, products, and yield Starting materials: N#N (N2), COC(=O)C=1[C@H]2CN(C[C@@H](CC1OS(=O)(=O)C(F)(F)F)N2C(=O)OC(C)(C)C)C(=O)OC(C)(C)C ((rac.)-(1R*,5S*)-7-Trifluoromethanesulfonyloxy-3,9-diaza-bicyclo[3.3.1]non-6-ene-3,6,9-tricarboxylic acid 3,9-di-tert-butyl ester 6-methyl ester), ClC1=C(C(=CC=C1F)F)C1=NOC(=C1)COC1=NC=C(C=C1)B1OC(C(O1)(C)C)(C)C (2-[3-(2-chloro-3,6-difluoro-phenyl)-isoxazol-5-ylmethoxy]-5-(4,4,5,5-tetramethyl-[1,3,2]dioxaborolan-2-yl)-pyridine). Reagents/catalysts: C=1C=CC(=CC1)[P](C=2C=CC=CC2)(C=3C=CC=CC3)[Pd]([P](C=4C=CC=CC4)(C=5C=CC=CC5)C=6C=CC=CC6)([P](C=7C=CC=CC7)(C=8C=CC=CC8)C=9C=CC=CC9)[P](C=1C=CC=CC1)(C=1C=CC=CC1)C=1C=CC=CC1 (Pd(PPh3)4). The solvent is COCCOC (DME), C(=O)([O-])[O-].[Na+].[Na+] (Na2CO3), CCOC(=O)C (EtOAc). Reaction conditions: temperature 80 celsius, time 1 hour. Yields the product COC(=O)C=1[C@H]2CN(C[C@@H](CC1C=1C=NC(=CC1)OCC1=CC(=NO1)C1=C(C(=CC=C1F)F)Cl)N2C(=O)OC(C)(C)C)C(=O)OC(C)(C)C ((rac.)-(1R*,5S*)-7-{6-[3-(2-Chloro-3,6-difluoro-phenyl)-isoxazol-5-ylmethoxy]-pyridin-3-yl}-3,9-diaza-bicyclo[3.3.1]non-6-ene-3,6,9-tricarboxylic Acid 3,9-di-tert-butyl Ester 6-methyl Ester). Isolated yield 72.9%. Reaction SMILES: [CH3:1][O:2][C:3]([C:5]1[C@@H:6]2[N:21]([C:22]([O:24][C:25]([CH3:28])([CH3:27])[CH3:26])=[O:23])[C@H:10]([CH2:11][C:12]=1OS(C(F)(F)F)(=O)=O)[CH2:9][N:8]([C:29]([O:31][C:32]([CH3:35])([CH3:34])[CH3:33])=[O:30])[CH2:7]2)=[O:4].[Cl:36][C:37]1[C:42]([F:43])=[CH:41][CH:40]=[C:39]([F:44])[C:38]=1[C:45]1[CH:49]=[C:48]([CH2:50][O:51][C:52]2[CH:57]=[CH:56][C:55](B3OC(C)(C)C(C)(C)O3)=[CH:54][N:53]=2)[O:47][N:46]=1.N#N>COCCOC.C([O-])([O-])=O.[Na+].[Na+].CCOC(C)=O.C1C=CC([P]([Pd]([P](C2C=CC=CC=2)(C2C=CC=CC=2)C2C=CC=CC=2)([P](C2C=CC=CC=2)(C2C=CC=CC=2)C2C=CC=CC=2)[P](C2C=CC=CC=2)(C2C=CC=CC=2)C2C=CC=CC=2)(C2C=CC=CC=2)C2C=CC=CC=2)=CC=1>[CH3:1][O:2][C:3]([C:5]1[C@@H:6]2[N:21]([C:22]([O:24][C:25]([CH3:28])([CH3:26])[CH3:27])=[O:23])[C@H:10]([CH2:11][C:12]=1[C:55]1[CH:54]=[N:53][C:52]([O:51][CH2:50][C:48]3[O:47][N:46]=[C:45]([C:38]4[C:39]([F:44])=[CH:40][CH:41]=[C:42]([F:43])[C:37]=4[Cl:36])[CH:49]=3)=[CH:57][CH:56]=1)[CH2:9][N:8]([C:29]([O:31][C:32]([CH3:35])([CH3:34])[CH3:33])=[O:30])[CH2:7]2)=[O:4] |f:4.5.6,^1:90,92,111,130|. Reported procedure: (rac.)-(1R*,5S*)-7-Trifluoromethanesulfonyloxy-3,9-diaza-bicyclo[3.3.1]non-6-ene-3,6,9-tricarboxylic acid 3,9-di-tert-butyl ester 6-methyl ester (WO 2006/021402, 4.72 g, 8.90 mmol) and 2-[3-(2-chloro-3,6-difluoro-phenyl)-isoxazol-5-ylmethoxy]-5-(4,4,5,5-tetramethyl-[1,3,2]dioxaborolan-2-yl)-pyridine (5.77 g crude, about 13.4 mmol) were dissolved in a mixture of DME (59.3 mL) and aq. 2M Na2CO3 (44.5 mL). The mixture was degassed with N2, and Pd(PPh3)4 (514 mg, 0.445 mmol) was added. The mixture w... The solvent is C(Cl)Cl (methylene chloride). The product is Cl.C(#N)C1=CC=C(OCC(C)NC([C@@H](N)C(C)C)=O)C=C1 (N1 -[2-(4-cyanophenoxy)-1-methylethyl]-L-valinamide hydrochloride). Yield: 100.0%. Reported procedure: Hydrogen chloride gas was introduced into a solution containing 3.7 g of N2-tert-butoxycarbonyl-N1 -[2-(4-cyanophenoxy)-1-methylethyl]-L-valinamide dissolved in 100 mL of methylene chloride for 1 hour at room temperature. After completion of the reaction, the methylene chloride was removed under reduced pressure, thus obtaining a crude crystal. The crude crystal was washed with acetone to afford 3.1 g of the desired product (yield: 100%). Melting point: 59°-63° C. Reactants: Cl (Hydrogen chloride), C(C)(C)(C)OC(=O)N[C@@H](C(C)C)C(=O)NC(COC1=CC=C(C=C1)C#N)C (N2-tert-butoxycarbonyl-N1 -[2-(4-cyanophenoxy)-1-methylethyl]-L-valinamide). As a reaction SMILES: [ClH:1].C(OC([NH:9][C@H:10]([C:14]([NH:16][CH:17]([CH3:28])[CH2:18][O:19][C:20]1[CH:25]=[CH:24][C:23]([C:26]#[N:27])=[CH:22][CH:21]=1)=[O:15])[CH:11]([CH3:13])[CH3:12])=O)(C)(C)C>C(Cl)Cl>[ClH:1].[C:26]([C:23]1[CH:22]=[CH:21][C:20]([O:19][CH2:18][CH:17]([NH:16][C:14](=[O:15])[C@H:10]([CH:11]([CH3:12])[CH3:13])[NH2:9])[CH3:28])=[CH:25][CH:24]=1)#[N:27] |f:3.4|.